This data is from the Open Reaction Database (ORD), a public repository of structured organic reaction records. The task is: describe an organic reaction: reactants, conditions, products, and yield Starting materials: CC(CN(C)CC(C)O)O (N-methyldiisopropanolamine), C(CCC)P(CCCC)CCCC (tributylphosphine). The reagents and catalysts are [Ru](Cl)(Cl)Cl (ruthenium trichloride). The solvent is COCCOCCOCCOCCOC (tetraglyme). Conditions: temperature 180 celsius, time 3 hour. Yields the product CC1CN(CC(O1)C)C (2,4,6-trimethylmorpholine). Yield: 90.0%. Reaction SMILES: [CH3:1][CH:2]([OH:10])[CH2:3][N:4]([CH2:6][CH:7](O)[CH3:8])[CH3:5].C(P(CCCC)CCCC)CCC>[Ru](Cl)(Cl)Cl.COCCOCCOCCOCCOC>[CH3:8][CH:7]1[O:10][CH:2]([CH3:1])[CH2:3][N:4]([CH3:5])[CH2:6]1. Reported procedure: A 300 ml stirred autoclave with pyrex liner was charged a mixture of N-methyldiisopropanolamine (60 g, 0.41 mol), tributylphosphine (1.6 ml), ruthenium trichloride (0.520 g) and tetraglyme (30 ml). The reactor was sealed and purged of air. The reaction was heated to 180° C. and held for three hours. The reaction was allowed to cool to room temperature. The reaction mixtures were distilled to obtain a 90% yield of 2,4,6-trimethylmorpholine. Reactants: ClCCl, Fc1ccc(F)c(C(Sc2ccc(Cl)cc2)c2ccncc2Cl)c1, O=C(OO)c1cccc(Cl)c1. Yields the product O=S(c1ccc(Cl)cc1)C(c1cc(F)ccc1F)c1ccncc1Cl. RXN SMILES: [CH2:36]([Cl:37])[Cl:38].[Cl:12][c:13]1[cH:14][n:15][cH:16][cH:17][c:18]1[CH:19]([c:20]1[c:21]([F:27])[cH:22][cH:23][c:24]([F:26])[cH:25]1)[S:28][c:29]1[cH:30][cH:31][c:32]([Cl:35])[cH:33][cH:34]1.[OH:1][O:2][C:3]([c:4]1[cH:5][c:6]([Cl:7])[cH:8][cH:9][cH:10]1)=[O:11]>>[O:1]=[S:28]([CH:19]([c:18]1[c:13]([Cl:12])[cH:14][n:15][cH:16][cH:17]1)[c:20]1[c:21]([F:27])[cH:22][cH:23][c:24]([F:26])[cH:25]1)[c:29]1[cH:30][cH:31][c:32]([Cl:35])[cH:33][cH:34]1. The reactants are CO, Fc1ccc(Cn2c(NC3CCN(CCN=C=S)CC3)nc3ccccc32)cc1, N. The product is NC(=S)NCCN1CCC(Nc2nc3ccccc3n2Cc2ccc(F)cc2)CC1. Reaction SMILES: [CH3:31][OH:32].[F:2][c:3]1[cH:4][cH:5][c:6]([CH2:9][n:10]2[c:11]([NH:19][CH:20]3[CH2:21][CH2:22][N:23]([CH2:26][CH2:27][N:28]=[C:29]=[S:30])[CH2:24][CH2:25]3)[n:12][c:13]3[c:14]2[cH:15][cH:16][cH:17][cH:18]3)[cH:7][cH:8]1.[NH3:1]>>[NH2:1][C:29]([NH:28][CH2:27][CH2:26][N:23]1[CH2:22][CH2:21][CH:20]([NH:19][c:11]2[n:10]([CH2:9][c:6]3[cH:5][cH:4][c:3]([F:2])[cH:8][cH:7]3)[c:14]3[c:13]([n:12]2)[cH:18][cH:17][cH:16][cH:15]3)[CH2:25][CH2:24]1)=[S:30]. Reaction SMILES: [CH3:1][N:2]([C:3](=[NH:4])[c:5]1[cH:6][cH:7][c:8]([C:9](=[O:10])[O:11][CH2:12][CH3:13])[cH:14][cH:15]1)[CH3:16].[ClH:17]>>[CH3:1][N:2]([C:3](=[NH:4])[c:5]1[cH:6][cH:7][c:8]([C:9](=[O:10])[OH:11])[cH:14][cH:15]1)[CH3:16].[ClH:17]. Reactants: CCOC(=O)c1ccc(C(=N)N(C)C)cc1, Cl. Yields the product CN(C)C(=N)c1ccc(C(=O)O)cc1, Cl. Starting materials: CO, Cc1c(F)cc(C(=O)NC2CC2)cc1-c1ccc(C(=O)NNC(=O)OC(C)(C)C)cc1, Cl. Product: Cc1c(F)cc(C(=O)NC2CC2)cc1-c1ccc(C(=O)NN)cc1. Reaction SMILES: [CH3:32][OH:33].[CH:1]1([NH:4][C:5](=[O:6])[c:7]2[cH:8][c:9]([F:31])[c:10]([CH3:30])[c:11](-[c:13]3[cH:14][cH:15][c:16]([C:19](=[O:20])[NH:21][NH:22][C:23]([O:24][C:25]([CH3:26])([CH3:27])[CH3:28])=[O:29])[cH:17][cH:18]3)[cH:12]2)[CH2:2][CH2:3]1.[ClH:34]>>[CH:1]1([NH:4][C:5](=[O:6])[c:7]2[cH:8][c:9]([F:31])[c:10]([CH3:30])[c:11](-[c:13]3[cH:14][cH:15][c:16]([C:19](=[O:20])[NH:21][NH2:22])[cH:17][cH:18]3)[cH:12]2)[CH2:2][CH2:3]1. The reactants are Cl.C(C1=CC=CC=C1)OC1=C(C=C2C(=NC=NC2=C1)NC1=C(C=C(C=C1)C)F)OC (7-benzyloxy-4-(2-fluoro-4-methylanilino)-6-methoxyquinazoline hydrochloride), C(=O)(C(F)(F)F)O (TFA). Conditions: time 8 hour. Yields the product FC1=C(NC2=NC(=NC3=CC(=CC=C23)O)OC)C=CC(=C1)C (4-(2-fluoro-4-methylanilino)-7-hydroxy-methoxyquinazoline). The yield is 74.0%. RXN SMILES: Cl.C([O:9][C:10]1[CH:19]=[C:18]2[C:13]([C:14]([NH:20][C:21]3[CH:26]=[CH:25][C:24]([CH3:27])=[CH:23][C:22]=3[F:28])=[N:15][CH:16]=[N:17]2)=[CH:12][C:11]=1OC)C1C=CC=CC=1.[C:31](O)(C(F)(F)F)=[O:32]>>[F:28][C:22]1[CH:23]=[C:24]([CH3:27])[CH:25]=[CH:26][C:21]=1[NH:20][C:14]1[C:13]2[C:18](=[CH:19][C:10]([OH:9])=[CH:11][CH:12]=2)[N:17]=[C:16]([O:32][CH3:31])[N:15]=1 |f:0.1|. Procedure details: A solution of 7-benzyloxy-4-(2-fluoro-4-methylanilino)-6-methoxyquinazoline hydrochloride (2 g, 4.7 mmol) in TFA (20 ml) was heated at 80° C. for 5 hours and stirred at ambient temperature overnight. The volatiles were removed under vacuum and the residue was suspended in water (50 ml). Solid sodium hydrogen carbonate was added until the pH was approximately 7. The precipitate was then collected by filtration, washed with water and dried under vacuum. The solid was purified by column chromatogra...